Dataset: the Open Reaction Database (ORD), a public repository of structured organic reaction records. Task: describe an organic reaction: reactants, conditions, products, and yield Reactants: COC1NCCCCC1CC1=CC=CC=C1 (4,5,6,7-tetrahydro-2-methoxy-3-(phenylmethyl)-2H-azepine), [Cl-].[NH4+] (ammonium chloride), title material. Solvent: CO (MeOH). The product is Cl.C1(=CC=CC=C1)CC1C(NCCCC1)=N (hexahydro-3-(phenylmethyl)-2H-azepin-2-imine, monohydrochloride). Reaction SMILES: CO[CH:3]1[CH:9]([CH2:10][C:11]2[CH:16]=[CH:15][CH:14]=[CH:13][CH:12]=2)[CH2:8][CH2:7][CH2:6][CH2:5][NH:4]1.[Cl-:17].[NH4+:18]>CO>[ClH:17].[C:11]1([CH2:10][CH:9]2[CH2:8][CH2:7][CH2:6][CH2:5][NH:4][C:3]2=[NH:18])[CH:16]=[CH:15][CH:14]=[CH:13][CH:12]=1 |f:1.2,4.5|. Procedure: The title product of Example 4 in MeOH is reacted with ammonium chloride by the method of Example 5 to generate the title material. Reactants: BrC=1C=C(C=2C(=NN(C2C1)C(C)C)C)C(=O)NCC=1C(NC(=CC1CCC)C)=O (6-bromo-3-methyl-1-(1-methylethyl)-N-[(6-methyl-2-oxo-4-propyl-1,2-dihydro-3-pyridinyl)methyl]-1H-indazole-4-carboxamide), CN(C1=CC=C(C=N1)B(O)O)C ([6-(dimethylamino)-3-pyridinyl]boronic acid). Product: CN(C1=CC=C(C=N1)C=1C=C(C=2C(=NN(C2C1)C(C)C)C)C(=O)NCC=1C(NC(=CC1CCC)C)=O)C (6-[6-(dimethylamino)-3-pyridinyl]-3-methyl-1-(1-methylethyl)-N-[(6-methyl-2-oxo-4-propyl-1,2-dihydro-3-pyridinyl)methyl]-1H-indazole-4-carboxamide). RXN SMILES: Br[C:2]1[CH:3]=[C:4]([C:15]([NH:17][CH2:18][C:19]2[C:20](=[O:29])[NH:21][C:22]([CH3:28])=[CH:23][C:24]=2[CH2:25][CH2:26][CH3:27])=[O:16])[C:5]2[C:6]([CH3:14])=[N:7][N:8]([CH:11]([CH3:13])[CH3:12])[C:9]=2[CH:10]=1.[CH3:30][N:31]([CH3:41])[C:32]1[N:37]=[CH:36][C:35](B(O)O)=[CH:34][CH:33]=1>>[CH3:30][N:31]([CH3:41])[C:32]1[N:37]=[CH:36][C:35]([C:2]2[CH:3]=[C:4]([C:15]([NH:17][CH2:18][C:19]3[C:20](=[O:29])[NH:21][C:22]([CH3:28])=[CH:23][C:24]=3[CH2:25][CH2:26][CH3:27])=[O:16])[C:5]3[C:6]([CH3:14])=[N:7][N:8]([CH:11]([CH3:13])[CH3:12])[C:9]=3[CH:10]=2)=[CH:34][CH:33]=1. Procedure details: The title compound was prepared in the same manner as described for example 67 from 6-bromo-3-methyl-1-(1-methylethyl)-N-[(6-methyl-2-oxo-4-propyl-1,2-dihydro-3-pyridinyl)methyl]-1H-indazole-4-carboxamide (0.079 g, 0.172 mmol) and [6-(dimethylamino)-3-pyridinyl]boronic acid (0.034 g, 0.206 mmol). The product was triturated from EtOAc spiked with DCM, and dried in a hi-vacuum oven for 4 h. The title compound was collected as a white solid (49 mg, 56%); 1H NMR (400 MHz, DMSO-d6) δ ppm 0.93 (t, J=7... The product is COC(=O)CN1C(=O)CCNc2ccccc21. The reactants are COC(=O)CBr, [H-], O=C1CCNc2ccccc2N1, [Na+], CN(C)C=O. Reaction SMILES: [Br:15][CH2:16][C:17](=[O:18])[O:19][CH3:20].[H-:13].[NH:1]1[c:2]2[c:3]([cH:9][cH:10][cH:11][cH:12]2)[NH:4][CH2:5][CH2:6][C:7]1=[O:8].[Na+:14].[O:21]=[CH:22][N:23]([CH3:24])[CH3:25]>>[N:1]1([CH2:16][C:17](=[O:18])[O:19][CH3:20])[c:2]2[c:3]([cH:9][cH:10][cH:11][cH:12]2)[NH:4][CH2:5][CH2:6][C:7]1=[O:8]. Reactants: NC1=CC2=C(OC3(CC3)C2=O)C=C1 (5-aminospiro[benzo[b]furan-2(3H),1'-cyclopropane]-3-one), CS(=O)(=O)Cl (methanesulfonyl chloride), Cl (hydrochloric acid). Run in N1=CC=CC=C1 (pyridine). Yields the product CS(=O)(=O)NC1=CC2=C(OC3(CC3)C2=O)C=C1 (5-methylsulfonylaminospiro[benzo[b]furan-2(3H),1'-cyclopropane]-3-one). RXN SMILES: [NH2:1][C:2]1[CH:13]=[CH:12][C:5]2[O:6][C:7]3([C:10](=[O:11])[C:4]=2[CH:3]=1)[CH2:9][CH2:8]3.[CH3:14][S:15](Cl)(=[O:17])=[O:16].Cl>N1C=CC=CC=1>[CH3:14][S:15]([NH:1][C:2]1[CH:13]=[CH:12][C:5]2[O:6][C:7]3([C:10](=[O:11])[C:4]=2[CH:3]=1)[CH2:9][CH2:8]3)(=[O:17])=[O:16]. Reported procedure: To a solution of 5-aminospiro[benzo[b]furan-2(3H),1'-cyclopropane]-3-one (0.519 g.) in pyridine (5 ml.) was added methanesulfonyl chloride (0.28 ml.) under ice-cooling, followed by stirring. The reaction mixture was poured into cooled dilute hydrochloric acid and extracted with ethyl acetate. The extract was washed with water, dried and concentrated to remove the solvent. The residue was recrystallized from ethanol. By the above procedure there was obtained 5-methylsulfonylaminospiro[benzo[b]fur... Reactants: ice, C(=O)(O)[O-].[Na+] (NaHCO3), C(C1=CC=CC=C1)OC=1C=C(C=O)C=CC1OC (3-benzyloxy-4-methoxybenzaldehyde), CC(CC)=O (2-butanone), Cl (Hydrogen chloride). The solvent is C1CCOC1 (THF). Run at time 16 hour. Product: C(C1=CC=CC=C1)OC=1C=C(C=CC1OC)/C=C(/C(C)=O)\C ((E)-4-(3-Benzyloxy-4-methoxyphenyl)-3-methylbut-3-en-2-one). RXN SMILES: [CH2:1]([O:8][C:9]1[CH:10]=[C:11]([CH:14]=[CH:15][C:16]=1[O:17][CH3:18])[CH:12]=O)[C:2]1[CH:7]=[CH:6][CH:5]=[CH:4][CH:3]=1.[CH3:19][C:20](=[O:23])[CH2:21][CH3:22].Cl.C([O-])(O)=O.[Na+]>C1COCC1>[CH2:1]([O:8][C:9]1[CH:10]=[C:11](/[CH:12]=[C:21](\[CH3:22])/[C:20](=[O:23])[CH3:19])[CH:14]=[CH:15][C:16]=1[O:17][CH3:18])[C:2]1[CH:7]=[CH:6][CH:5]=[CH:4][CH:3]=1 |f:3.4|. Reported procedure: A solution of commercially available 3-benzyloxy-4-methoxybenzaldehyde (34 g, 0.14 mol, 1 eq) and 2-butanone (50 mL, 0.56 mol, 4 eq) in dry THF (50 mL) was cooled to −4° C. Hydrogen chloride gas was passed through the well-stirred solution for several minutes, and the reaction mixture was capped and stored at −4° C. for 16 h. The mixture was poured into a well stirred solution of ice-cold saturated sodium bicarbonate (NaHCO3) (about 2 L). If necessary, the pH was adjusted to >7 with sat. NaHCO3,... The reactants are COC1=C(C=C2C(=C(C(=NC2=C1)C)C)O)C (7-methoxy-2,3,6-trimethylquinolin-4-ol), O=P(Cl)(Cl)Cl (POCl3). The product is ClC1=C(C(=NC2=CC(=C(C=C12)C)OC)C)C (4-chloro-7-methoxy-2,3,6-trimethylquinoline). Reaction SMILES: [CH3:1][O:2][C:3]1[CH:12]=[C:11]2[C:6]([C:7](O)=[C:8]([CH3:14])[C:9]([CH3:13])=[N:10]2)=[CH:5][C:4]=1[CH3:16].O=P(Cl)(Cl)[Cl:19]>>[Cl:19][C:7]1[C:6]2[C:11](=[CH:12][C:3]([O:2][CH3:1])=[C:4]([CH3:16])[CH:5]=2)[N:10]=[C:9]([CH3:13])[C:8]=1[CH3:14]. Procedure: Prepared according to procedure S using 7-methoxy-2,3,6-trimethylquinolin-4-ol (444.7 mg, 2.0 mmol) and POCl3 (2.0 mL, 21.5 mmol) to give 4-chloro-7-methoxy-2,3,6-trimethylquinoline. Mass Spectrum (ESI), m/e=236.1 (M+1). Reactants: NC1=CC=CC=C1 (aniline), OC=1C=CC2=C(OC(=CO2)C(=O)O)C1 (7-hydroxy-1,4-benzodioxin-2-carboxylic acid). The product is OC=1C=CC2=C(OC(=CO2)C(=O)NC2=CC=CC=C2)C1 (7-HYDROXY-2-ANILINOCARBONYL-1,4-BENZODIOXIN). The yield is 63.0%. As a reaction SMILES: [NH2:1][C:2]1[CH:7]=[CH:6][CH:5]=[CH:4][CH:3]=1.[OH:8][C:9]1[CH:10]=[CH:11][C:12]2[O:17][CH:16]=[C:15]([C:18](O)=[O:19])[O:14][C:13]=2[CH:21]=1>>[OH:8][C:9]1[CH:10]=[CH:11][C:12]2[O:17][CH:16]=[C:15]([C:18]([NH:1][C:2]3[CH:7]=[CH:6][CH:5]=[CH:4][CH:3]=3)=[O:19])[O:14][C:13]=2[CH:21]=1. Procedure details: That compound is obtained in a yield of 63% starting from aniline and 7-hydroxy-1,4-benzodioxin-2-carboxylic acid.